From a dataset of the Open Reaction Database (ORD), a public repository of structured organic reaction records. describe an organic reaction: reactants, conditions, products, and yield Reactants: ClCC=O (2-chloroacetaldehyde), C(=O)(O)[O-].[Na+] (NaHCO3), CC(=O)[O-].[Na+] (NaOAc), CN1N=CC(=C1)C1=CC(=NC(=N1)C=1C=NN(C1)COCC[Si](C)(C)C)N (6-(1-methyl-1H-pyrazol-4-yl)-2-(1-((2-(trimethylsilyl)ethoxy)methyl)-1H-pyrazol-4-yl)pyrimidin-4-amine), ClCC=O (2-chloroacetaldehyde). Solvent: CCOC(=O)C (EtOAc), P(=O)([O-])([O-])[O-] (phosphate), CCO (EtOH). Run at temperature 95 celsius, time 5 hour. Product: CN1N=CC(=C1)C1=CC=2N(C(=N1)C=1C=NN(C1)COCC[Si](C)(C)C)C=CN2 (7-(1-methyl-1H-pyrazol-4-yl)-5-(1-((2-(trimethylsilyl)ethoxy)-methyl)-1H-pyrazol-4-yl)imidazo[1,2-c]pyrimidine). Isolated yield 41.2%. RXN SMILES: [CH3:1][N:2]1[CH:6]=[C:5]([C:7]2[N:12]=[C:11]([C:13]3[CH:14]=[N:15][N:16]([CH2:18][O:19][CH2:20][CH2:21][Si:22]([CH3:25])([CH3:24])[CH3:23])[CH:17]=3)[N:10]=[C:9]([NH2:26])[CH:8]=2)[CH:4]=[N:3]1.[CH3:27][C:28]([O-])=O.[Na+].ClCC=O.C([O-])(O)=O.[Na+]>P([O-])([O-])([O-])=O.CCO.CCOC(C)=O>[CH3:1][N:2]1[CH:6]=[C:5]([C:7]2[N:12]=[C:11]([C:13]3[CH:14]=[N:15][N:16]([CH2:18][O:19][CH2:20][CH2:21][Si:22]([CH3:23])([CH3:25])[CH3:24])[CH:17]=3)[N:10]3[CH:27]=[CH:28][N:26]=[C:9]3[CH:8]=2)[CH:4]=[N:3]1 |f:1.2,4.5|. Procedure: 6-(1-methyl-1H-pyrazol-4-yl)-2-(1-((2-(trimethylsilyl)ethoxy)methyl)-1H-pyrazol-4-yl)pyrimidin-4-amine (2.0 g, 5.4 mmol) was suspended in a mixture of 40 mL of pH 7 phosphate buffer and 16 mL of EtOH. To the milky white mixture was added NaOAc (0.79 g, 9.7 mmol) followed by 2-chloroacetaldehyde (1.0 mL, 8.1 mmol). The reaction mixture was then heated to 95° C. After 5 hours, the reaction was incomplete and another portion of 2-chloroacetaldehyde (0.10 mL, 0.81 mmol) was added and stirred for ano... Starting materials: CCN(C(C)C)C(C)C, ClCOCc1ccccc1, ClCCl, C1CCOC1, O=C(Nc1ccc(CCO)cc1)C(F)(F)F. Product: O=C(Nc1ccc(CCOCOCc2ccccc2)cc1)C(F)(F)F. RXN SMILES: [CH:17]([N:18]([CH2:19][CH3:20])[CH:21]([CH3:22])[CH3:23])([CH3:24])[CH3:25].[Cl:26][CH2:27][O:28][CH2:29][c:30]1[cH:31][cH:32][cH:33][cH:34][cH:35]1.[Cl:41][CH2:42][Cl:43].[O:36]1[CH2:37][CH2:38][CH2:39][CH2:40]1.[OH:1][CH2:2][CH2:3][c:4]1[cH:5][cH:6][c:7]([NH:8][C:9]([C:10]([F:11])([F:12])[F:13])=[O:14])[cH:15][cH:16]1>>[O:1]([CH2:2][CH2:3][c:4]1[cH:5][cH:6][c:7]([NH:8][C:9]([C:10]([F:11])([F:12])[F:13])=[O:14])[cH:15][cH:16]1)[CH2:27][O:28][CH2:29][c:30]1[cH:31][cH:32][cH:33][cH:34][cH:35]1. As a reaction SMILES: [C:1]([O:5][C:6]([C@@H:8]1[CH2:12][S:11][C@H:10]([C:13]2[CH:18]=[CH:17][CH:16]=[C:15]([F:19])[C:14]=2[F:20])[N:9]1[C:21](=[O:38])[CH2:22][NH:23][C:24](=[O:37])[NH:25][C:26]1[CH:27]=[C:28]([CH2:32][C:33]([O:35]C)=[O:34])[CH:29]=[CH:30][CH:31]=1)=[O:7])([CH3:4])([CH3:3])[CH3:2].[OH-].[K+]>O.CO.[OH-].[Na+]>[C:1]([O:5][C:6]([C@@H:8]1[CH2:12][S:11][C@H:10]([C:13]2[CH:18]=[CH:17][CH:16]=[C:15]([F:19])[C:14]=2[F:20])[N:9]1[C:21](=[O:38])[CH2:22][NH:23][C:24](=[O:37])[NH:25][C:26]1[CH:27]=[C:28]([CH2:32][C:33]([OH:35])=[O:34])[CH:29]=[CH:30][CH:31]=1)=[O:7])([CH3:4])([CH3:2])[CH3:3] |f:1.2,3.4,5.6|. Reported procedure: The operation is carried out in a fashion similar to that described in Example 77, but starting from 0.68 g of methyl (2R,4R)-3-{3-{2-[4-tert-butoxycarbonyl-2-(2,3-difluorophenyl)-3-thiazolidinyl]-2-oxoethyl}ureido}phenylacetate in 6 cm3 of a water/methanol (30/70 by volume) mixture and 0.08 g of potassium hydroxide. The crude product (0.45 g) is dissolved in 7.5 cm3 of 0.1N aqueous sodium hydroxide solution. The solution thus obtained is washed with 2 times 10 cm3 of diethyl ether, brought to a... Product: C(C)(C)(C)OC(=O)[C@H]1N([C@H](SC1)C1=C(C(=CC=C1)F)F)C(CNC(NC=1C=C(C=CC1)CC(=O)O)=O)=O ((2R,4R)-3-{3-{2-[4-tert-Butoxycarbonyl-2-(2,3-difluorophenyl)-3-thiazolidinyl]-2-oxoethyl}ureido}phenylacetic acid). The solvent is O.CO (water methanol), [OH-].[Na+] (sodium hydroxide). The yield is 7.5%. Starting materials: C(C)(C)(C)OC(=O)[C@H]1N([C@H](SC1)C1=C(C(=CC=C1)F)F)C(CNC(NC=1C=C(C=CC1)CC(=O)OC)=O)=O (methyl (2R,4R)-3-{3-{2-[4-tert-butoxycarbonyl-2-(2,3-difluorophenyl)-3-thiazolidinyl]-2-oxoethyl}ureido}phenylacetate), [OH-].[K+] (potassium hydroxide), crude product. Yields the product ClC1=C(C=CC(=C1)Cl)CN1C(N(C(C2=CC=CC=C12)=S)CC(=O)OCC)=O (Ethyl 1-(2,4-dichlorophenyl)methyl-1,4-dihydro-2-oxo-4-thioxo-3(2H)-quinazolineacetate). The solvent is C1(=CC=CC=C1)C (toluene). The reactants are ClC1=C(C=CC(=C1)Cl)CN1C(N(C(C2=CC=CC=C12)=O)CC(=O)OCC)=O (ethyl 1-(2,4-dichlorophenyl)methyl-1,4-dihydro-2,4-dioxo-3(2H)-quinazolineacetate), COC=1C=CC(=CC1)P2(=S)SP(=S)(S2)C=3C=CC(=CC3)OC (Lawesson's reagent), COC=1C=CC(=CC1)P2(=S)SP(=S)(S2)C=3C=CC(=CC3)OC (Lawesson's reagent). The yield is 70.9%. Reported procedure: Into 100 ml of toluene was dissolved 3.80 g of ethyl 1-(2,4-dichlorophenyl)methyl-1,4-dihydro-2,4-dioxo-3(2H)-quinazolineacetate, and 5.70 g of Lawesson's reagent were added. After refluxed for 7 hours and 30 minutes, 1.90 g of Lawesson's reagent were further added and, after refluxed for 5 hours, solvent was distilled off. To the residue were added 10 ml of ethanol for washing, then it was further recrystallized from ethanol to obtain 2.80 g of title compound. m.p. 138°-139° C. RXN SMILES: [Cl:1][C:2]1[CH:7]=[C:6]([Cl:8])[CH:5]=[CH:4][C:3]=1[CH2:9][N:10]1[C:19]2[C:14](=[CH:15][CH:16]=[CH:17][CH:18]=2)[C:13](=O)[N:12]([CH2:21][C:22]([O:24][CH2:25][CH3:26])=[O:23])[C:11]1=[O:27].COC1C=CC(P2(SP(C3C=CC(OC)=CC=3)(=S)S2)=[S:37])=CC=1>C1(C)C=CC=CC=1>[Cl:1][C:2]1[CH:7]=[C:6]([Cl:8])[CH:5]=[CH:4][C:3]=1[CH2:9][N:10]1[C:19]2[C:14](=[CH:15][CH:16]=[CH:17][CH:18]=2)[C:13](=[S:37])[N:12]([CH2:21][C:22]([O:24][CH2:25][CH3:26])=[O:23])[C:11]1=[O:27].